From a dataset of the Open Reaction Database (ORD), a public repository of structured organic reaction records. describe an organic reaction: reactants, conditions, products, and yield Reported procedure: To a solution (0.19 M) of methyl N-(tert-butoxycarbonyl)-N-(2-oxoethyl)glycinate (prepared as described in Bioorg. Med. Chem. 2007, 15, 2092-2105) in MeOH were added 3,3-dimethylcyclohexanamine hydrochloride (1.5 eq), DIPEA (1.5 eq), NaBH3(CN) (1.5 eq) and AcOH (1.4 eq). After stirring for 2 hours at RT more NaBH3(CN) (1.5 eq) was added and reaction mixture was irradiated at MW for 1 hour at 125° C. MeOH was removed under reduced pressure and the residue purified by filtration on silica with elu... As a reaction SMILES: [C:1]([O:5][C:6]([N:8]([CH2:14][CH:15]=[O:16])[CH2:9][C:10](OC)=O)=[O:7])([CH3:4])([CH3:3])[CH3:2].Cl.[CH3:18][C:19]1([CH3:26])[CH2:24][CH2:23][CH2:22][CH:21]([NH2:25])[CH2:20]1.CCN(C(C)C)C(C)C.CC(O)=O>CO>[CH3:18][C:19]1([CH3:26])[CH2:24][CH2:23][CH2:22][CH:21]([N:25]2[CH2:10][CH2:9][N:8]([C:6]([O:5][C:1]([CH3:2])([CH3:3])[CH3:4])=[O:7])[CH2:14][C:15]2=[O:16])[CH2:20]1 |f:1.2|. Yields the product CC1(CC(CCC1)N1C(CN(CC1)C(=O)OC(C)(C)C)=O)C (tert-butyl 4-(3,3-dimethylcyclohexyl)-3-oxopiperazine-1-carboxylate). Starting materials: C(C)(C)(C)OC(=O)N(CC(=O)OC)CC=O (methyl N-(tert-butoxycarbonyl)-N-(2-oxoethyl)glycinate), Cl.CC1(CC(CCC1)N)C (3,3-dimethylcyclohexanamine hydrochloride), CCN(C(C)C)C(C)C (DIPEA), NaBH3(CN), CC(=O)O (AcOH), NaBH3(CN). Solvent: CO (MeOH).